The task is: describe an organic reaction: reactants, conditions, products, and yield. This data is from the Open Reaction Database (ORD), a public repository of structured organic reaction records. The reactants are CC(C)(C)[O-], CN(C)C=O, COC(=O)CCc1ccc(NC(=O)NCCCl)cc1, [K+], O. Product: COC(=O)CCc1ccc(N2CCNC2=O)cc1. As a reaction SMILES: [CH3:20][C:21]([CH3:22])([O-:23])[CH3:24].[CH3:27][N:28]([CH3:29])[CH:30]=[O:31].[Cl:1][CH2:2][CH2:3][NH:4][C:5](=[O:6])[NH:7][c:8]1[cH:9][cH:10][c:11]([CH2:14][CH2:15][C:16](=[O:17])[O:18][CH3:19])[cH:12][cH:13]1.[K+:25].[OH2:26]>>[CH2:2]1[CH2:3][NH:4][C:5](=[O:6])[N:7]1[c:8]1[cH:9][cH:10][c:11]([CH2:14][CH2:15][C:16](=[O:17])[O:18][CH3:19])[cH:12][cH:13]1.